Dataset: the Open Reaction Database (ORD), a public repository of structured organic reaction records. Task: describe an organic reaction: reactants, conditions, products, and yield Reactants: O=C(c1ccccc1)C1CCNCC1, O=C([O-])[O-], C1CCCCC1, COc1cc2[nH]c(C)c(C(=O)C(=O)Cl)c2cc1OC, ClC(Cl)Cl, [K+], [K+], O. Product: COc1cc2[nH]c(C)c(C(=O)C(=O)N3CCC(C(=O)c4ccccc4)CC3)c2cc1OC. Reaction SMILES: [C:20]([c:21]1[cH:22][cH:23][cH:24][cH:25][cH:26]1)(=[O:27])[CH:28]1[CH2:29][CH2:30][NH:31][CH2:32][CH2:33]1.[C:35](=[O:36])([O-:37])[O-:38].[CH2:41]1[CH2:42][CH2:43][CH2:44][CH2:45][CH2:46]1.[CH3:1][O:2][c:3]1[cH:4][c:5]2[c:6]([C:15]([C:16](=[O:17])[Cl:18])=[O:19])[c:7]([CH3:14])[nH:8][c:9]2[cH:10][c:11]1[O:12][CH3:13].[CH:47]([Cl:48])([Cl:49])[Cl:50].[K+:39].[K+:40].[OH2:34]>>[CH3:1][O:2][c:3]1[cH:4][c:5]2[c:6]([C:15]([C:16](=[O:17])[N:31]3[CH2:30][CH2:29][CH:28]([C:20]([c:21]4[cH:22][cH:23][cH:24][cH:25][cH:26]4)=[O:27])[CH2:33][CH2:32]3)=[O:19])[c:7]([CH3:14])[nH:8][c:9]2[cH:10][c:11]1[O:12][CH3:13]. Starting materials: NC=1C=C(C=CC1Cl)O (3-amino-4-chlorophenol), CS(=O)(=O)C1=CC=C(CC(C(C)=O)C(C)=O)C=C1 (3-(4-methanesulfonylbenzyl)pentane-2,4-dione). The reagents and catalysts are CS(=O)(=O)O (methanesulfonic acid). Run in C1(=CC=CC=C1)C (toluene). Product: ClC1=CC=C(C=2C(=C(C(=NC12)C)CC1=CC=C(C=C1)S(=O)(=O)C)C)O (8-chloro-3-(4-methanesulfonylbenzyl)-2,4-dimethylquinolin-5-ol). Reaction SMILES: [NH2:1][C:2]1[CH:3]=[C:4]([OH:9])[CH:5]=[CH:6][C:7]=1[Cl:8].[CH3:10][S:11]([C:14]1[CH:27]=[CH:26][C:17]([CH2:18][CH:19]([C:23](=O)[CH3:24])[C:20](=O)[CH3:21])=[CH:16][CH:15]=1)(=[O:13])=[O:12]>CS(O)(=O)=O.C1(C)C=CC=CC=1>[Cl:8][C:7]1[C:2]2[N:1]=[C:23]([CH3:24])[C:19]([CH2:18][C:17]3[CH:16]=[CH:15][C:14]([S:11]([CH3:10])(=[O:13])=[O:12])=[CH:27][CH:26]=3)=[C:20]([CH3:21])[C:3]=2[C:4]([OH:9])=[CH:5][CH:6]=1. Procedure details: A mixture of 3-amino-4-chlorophenol (1.0 g), 3-(4-methanesulfonylbenzyl)pentane-2,4-dione (0.53 g), methanesulfonic acid (3 drops) and toluene (20 mL) was heated at reflux for 3 hours. The mixture was cooled to room temperature and the solvent removed under reduced pressure. The residue was diluted with ethyl acetate and then washed with water and saturated aqueous sodium chloride solution and dried over magnesium sulfate. The solvent was removed under reduced pressure and purification of the re... Starting materials: C(C)(C)(C)OO (t-butyl hydroperoxide), CC(C)(C)OO (TBHP-70), C(C1=CC=CC=C1)(=O)Cl (benzoyl chloride), 182, [OH-].[Na+] (caustic soda), [OH-].[Na+] (caustic soda). Solvent: O (water), O (water), O (water). Run at time 30 minute. Yields the product 364, C(C1=CC=CC=C1)(=O)OOOC(C)(C)C (t-butylperoxy benzoate). RXN SMILES: [C:1]([O:5][OH:6])([CH3:4])([CH3:3])[CH3:2].[OH-:7].[Na+].[C:9](Cl)(=[O:16])[C:10]1[CH:15]=[CH:14][CH:13]=[CH:12][CH:11]=1>O>[C:9]([O:16][O:6][O:5][C:1]([CH3:4])([CH3:3])[CH3:2])(=[O:7])[C:10]1[CH:15]=[CH:14][CH:13]=[CH:12][CH:11]=1 |f:1.2|. Procedure details: 129 parts (1 mol) of t-butyl hydroperoxide diluted with water to about 70% (TBHP-70) and 100 parts of water were fed into a 1-1 glass beaker, followed by the addition of 182 parts of LUP. 160 parts (1 mol) of caustic soda diluted with water to 25% was added dropwise thereto, while keeping the contents at 20° C. on an ice-water bath. After the completion of the dropwise addition, 140 parts (1 mol) of benzoyl chloride was added dropwise thereto over a period of 30 minutes. The contents were stirre... The reactants are S1C(=NC=C1)C=1NC2=C(C=CC=C2C1)CO ([2-(1,3-thiazol-2-yl)-1H-indol-7-yl]methanol), CC(=O)OI1(C=2C=CC=CC2C(=O)O1)(OC(=O)C)OC(=O)C (Dess-Martin), C(O)([O-])=O.[Na+] (sodium hydrogencarbonate), S(=S)(=O)([O-])[O-].[Na+].[Na+] (sodium thiosulfate). Solvent: ClCCl (dichloromethane). Reaction conditions: time 0.5 hour. Yields the product S1C(=NC=C1)C=1NC2=C(C=CC=C2C1)C=O (2-(1,3-Thiazol-2-yl)-1H-indole-7-carbaldehyde). Yield: 74.4%. RXN SMILES: [S:1]1[CH:5]=[CH:4][N:3]=[C:2]1[C:6]1[NH:7][C:8]2[C:13]([CH:14]=1)=[CH:12][CH:11]=[CH:10][C:9]=2[CH2:15][OH:16].CC(OI1(OC(C)=O)(OC(C)=O)OC(=O)C2C=CC=CC1=2)=O.C(=O)([O-])O.[Na+].S([O-])([O-])(=O)=S.[Na+].[Na+]>ClCCl>[S:1]1[CH:5]=[CH:4][N:3]=[C:2]1[C:6]1[NH:7][C:8]2[C:13]([CH:14]=1)=[CH:12][CH:11]=[CH:10][C:9]=2[CH:15]=[O:16] |f:2.3,4.5.6|. Reported procedure: To a solution of [2-(1,3-thiazol-2-yl)-1H-indol-7-yl]methanol (0.610 g) in dichloromethane (50 mL) was added Dess-Martin oxidant (1.50 g), and the mixture was stirred at room temperature for 0.5 hr. the reaction mixture was added saturated aqueous sodium hydrogencarbonate solution and 1N aqueous sodium thiosulfate solution, and extracted with ethyl acetate. The extract was washed successively with water and saturated brine, dried over anhydrous magnesium sulfate, and concentrated under reduced p... The reactants are O=Cc1ccccc1Br, COCCOC, [Na+], [Na+], O=C([O-])[O-], OB(O)c1cccs1. Yields the product O=Cc1ccccc1-c1cccs1. RXN SMILES: [Br:1][c:2]1[c:3]([CH:4]=[O:5])[cH:6][cH:7][cH:8][cH:9]1.[CH3:24][O:25][CH2:26][CH2:27][O:28][CH3:29].[Na+:10].[Na+:11].[O-:12][C:13](=[O:14])[O-:15].[s:16]1[c:17]([B:21]([OH:22])[OH:23])[cH:18][cH:19][cH:20]1>>[c:2]1(-[c:17]2[s:16][cH:20][cH:19][cH:18]2)[c:3]([CH:4]=[O:5])[cH:6][cH:7][cH:8][cH:9]1. The reactants are FC1=C(C=C(C=C1)F)N(C(=O)OC(C)(C)C)C(=O)OC(C)(C)C (Di-tert-butyl (2,5-difluorophenyl)imidodicarbonate), C(=O)(C(F)(F)F)O (TFA). Run in C(Cl)Cl (DCM). Conditions: time 1 hour. The product is FC1=C(C=C(C=C1)F)NC(OC(C)(C)C)=O (tert-Butyl (2,5-difluorophenyl)carbamate). Isolated yield 64.1%. As a reaction SMILES: [F:1][C:2]1[CH:7]=[CH:6][C:5]([F:8])=[CH:4][C:3]=1[N:9](C(OC(C)(C)C)=O)[C:10]([O:12][C:13]([CH3:16])([CH3:15])[CH3:14])=[O:11].C(O)(C(F)(F)F)=O>C(Cl)Cl>[F:1][C:2]1[CH:7]=[CH:6][C:5]([F:8])=[CH:4][C:3]=1[NH:9][C:10](=[O:11])[O:12][C:13]([CH3:15])([CH3:14])[CH3:16]. Procedure details: Di-tert-butyl (2,5-difluorophenyl)imidodicarbonate (1.48 g, 4.49 mmol) was dissolved in DCM (15.0 mL) at rt. TFA (0.48 mL, 6.28 mmol) was added to the reaction and the contents were stirred for 1 h. LC/MS at this time shows that starting material has been consumed. The solution was then washed with saturated aqueous sodium bicarbonate. The organics were dried over MgSO4 filtered and concentrated. The crude product was purified on silica gel, eluting with 0-50% EtOAc in hexanes over 32 minutes to... Starting materials: ClC1=C(C#N)C=CC(=N1)C (2-chloro-6-methylnicotinonitrile), ClC1=C(C#N)C(=CC(=N1)C)C (2-chloro-4,6-dimethylnicotinonitrile), NC(=S)N (thiourea). Product: SC1=C(C#N)C=CC(=N1)C (2-mercapto-6-methylnicotinonitrile), SC1=C(C#N)C(=CC(=N1)C)C (2-mercapto-4,6-dimethylnicotinonitrile). Reaction SMILES: Cl[C:2]1[N:9]=[C:8]([CH3:10])[CH:7]=[CH:6][C:3]=1[C:4]#[N:5].Cl[C:12]1[N:19]=[C:18]([CH3:20])[CH:17]=[C:16]([CH3:21])[C:13]=1[C:14]#[N:15].NC(N)=[S:24]>>[SH:24][C:2]1[N:9]=[C:8]([CH3:10])[CH:7]=[CH:6][C:3]=1[C:4]#[N:5].[SH:24][C:12]1[N:19]=[C:18]([CH3:20])[CH:17]=[C:16]([CH3:21])[C:13]=1[C:14]#[N:15]. Reported procedure: treating 2-chloro-6-methylnicotinonitrile (or 2-chloro-4,6-dimethylnicotinonitrile) with thiourea to give intermediate compound of 2-mercapto-6-methylnicotinonitrile (or 2-mercapto-4,6-dimethylnicotinonitrile); The reactants are Cl, O=C1CCNc2cc(C(F)(F)F)ccc21, CON, c1ccncc1. RXN SMILES: [ClH:1].[F:5][C:6]([c:7]1[cH:8][cH:9][c:10]2[c:15]([cH:16]1)[NH:14][CH2:13][CH2:12][C:11]2=[O:17])([F:18])[F:19].[O:2]([CH3:3])[NH2:4].[cH:20]1[cH:21][cH:22][n:23][cH:24][cH:25]1>>[O:2]([CH3:3])[N:4]=[C:11]1[c:10]2[cH:9][cH:8][c:7]([C:6]([F:5])([F:18])[F:19])[cH:16][c:15]2[NH:14][CH2:13][CH2:12]1. The product is CON=C1CCNc2cc(C(F)(F)F)ccc21.